Dataset: the Open Reaction Database (ORD), a public repository of structured organic reaction records. Task: describe an organic reaction: reactants, conditions, products, and yield The product is O=C1N(CCC1)CCCNC(C1=CC(=C(C=C1)N1CCN(CC1)C1=C(C=CC=C1)C)NC1=NC=CC=N1)=O (N-[3-(2-Oxo-pyrrolidin-1-yl)-propyl]-3-(pyrimidin-2-ylamino)-4-(4-o-tolyl-piperazin-1-yl)-benzamide), product. The yield is 17.0%. The reactants are CC(C)C1=CC(=C(C(=C1)C(C)C)C2=C(C=CC=C2)P(C3CCCCC3)C4CCCCC4)C(C)C (X—PHOS), NC=1C=C(C(=O)NCCCN2C(CCC2)=O)C=CC1N1CCN(CC1)C1=C(C=CC=C1)C (3-Amino-N-[3-(2-oxo-pyrrolidin-1-yl)-propyl]-4-(4-o-tolyl-piperazin-1-yl)-benzamide), BrC1=NC=CC=N1 (2-bromo-pyrimidine). Procedure details: N-[3-(2-Oxo-pyrrolidin-1-yl)-propyl]-3-(pyrimidin-2-ylamino)-4-(4-o-tolyl-piperazin-1-yl)-benzamide (compound no. 242) was prepared as follows: In a microwavable glass tube, Pd(OAc)2 (0.0025 g, 0.0115 mmol) and X—PHOS (5.4 mg, 0.0115 mmol) were taken in a mixture of t-BuOH:toluene (1:5) (2.0 mL) and stirred. This solution was evacuated for 5 min and purged with nitrogen. 3-Amino-N-[3-(2-oxo-pyrrolidin-1-yl)-propyl]-4-(4-o-tolyl-piperazin-1-yl)-benzamide (0.05 g, 0.115 mmol) and 2-bromo-pyrimidin... The reagents and catalysts are CC(=O)[O-].CC(=O)[O-].[Pd+2] (Pd(OAc)2). Run in CC(C)(C)O.C1(=CC=CC=C1)C (t-BuOH toluene). Reaction SMILES: CC(C1C=C(C(C)C)C(C2C=CC=CC=2P(C2CCCCC2)C2CCCCC2)=C(C(C)C)C=1)C.[NH2:35][C:36]1[CH:37]=[C:38]([CH:51]=[CH:52][C:53]=1[N:54]1[CH2:59][CH2:58][N:57]([C:60]2[CH:65]=[CH:64][CH:63]=[CH:62][C:61]=2[CH3:66])[CH2:56][CH2:55]1)[C:39]([NH:41][CH2:42][CH2:43][CH2:44][N:45]1[CH2:49][CH2:48][CH2:47][C:46]1=[O:50])=[O:40].Br[C:68]1[N:73]=[CH:72][CH:71]=[CH:70][N:69]=1>CC(O)(C)C.C1(C)C=CC=CC=1.CC([O-])=O.CC([O-])=O.[Pd+2]>[O:50]=[C:46]1[CH2:47][CH2:48][CH2:49][N:45]1[CH2:44][CH2:43][CH2:42][NH:41][C:39](=[O:40])[C:38]1[CH:51]=[CH:52][C:53]([N:54]2[CH2:59][CH2:58][N:57]([C:60]3[CH:65]=[CH:64][CH:63]=[CH:62][C:61]=3[CH3:66])[CH2:56][CH2:55]2)=[C:36]([NH:35][C:68]2[N:73]=[CH:72][CH:71]=[CH:70][N:69]=2)[CH:37]=1 |f:3.4,5.6.7|.